From a dataset of the Open Reaction Database (ORD), a public repository of structured organic reaction records. describe an organic reaction: reactants, conditions, products, and yield Starting materials: NC(C1=CC=C(C=C1)OC)P(OCC)(OCC)=O (Diethyl amino(4-methoxyphenyl)methylphosphonate), OC1=NC(=NC=C1C(=O)O)N1N=CC=C1 (4-Hydroxy-2-(1H-pyrazol-1-yl)pyrimidine-5-carboxylic acid), OC1=NC(=NC=C1C(=O)NC(C1=CC=C(C=C1)P(OCC)(OCC)=O)C1=CC=CC=C1)N1N=CC=C1 (Diethyl 4-((4-hydroxy-2-(1H-pyrazol-1-yl)pyrimidine-5-carboxamido)(phenyl)methyl)phenylphosphonate). Product: OC1=NC(=NC=C1C(=O)NC(C1=CC=C(C=C1)OC)P(OCC)(OCC)=O)N1N=CC=C1 (Diethyl (4-hydroxy-2-(1H-pyrazol-1-yl)pyrimidine-5-carboxamido)(4-methoxyphenyl)methylphosphonate). As a reaction SMILES: [NH2:1][CH:2]([P:11](=[O:18])([O:15][CH2:16][CH3:17])[O:12][CH2:13][CH3:14])[C:3]1[CH:8]=[CH:7][C:6]([O:9][CH3:10])=[CH:5][CH:4]=1.[OH:19][C:20]1[C:25]([C:26](O)=[O:27])=[CH:24][N:23]=[C:22]([N:29]2[CH:33]=[CH:32][CH:31]=[N:30]2)[N:21]=1.OC1C(C(NC(C2C=CC=CC=2)C2C=CC(P(=O)(OCC)OCC)=CC=2)=O)=CN=C(N2C=CC=N2)N=1>>[OH:19][C:20]1[C:25]([C:26]([NH:1][CH:2]([P:11](=[O:18])([O:12][CH2:13][CH3:14])[O:15][CH2:16][CH3:17])[C:3]2[CH:8]=[CH:7][C:6]([O:9][CH3:10])=[CH:5][CH:4]=2)=[O:27])=[CH:24][N:23]=[C:22]([N:29]2[CH:33]=[CH:32][CH:31]=[N:30]2)[N:21]=1. Reported procedure: Compound 10-1 was prepared from compound 10-b and compound 8-b in a similar manner as the synthesis of compound 8-1. 1H NMR (300 MHz, DMSO-d6) δ1.09-1.20 (m, 6H), 3.73 (s, 3H), 3.84-4.04 (m, 4H), 5.44-5.54 (m, 1H), 6.71-6.73 (m, 1H), 6.92-6.94 (m, 2H), 7.30-7.33 (m, 2H), 8.06 (s, 1H), 8.41 (brs, 1H), 8.60-8.61 (m, 1H). LC-MS: (M+H)+ 462. The reactants are C(C)(=O)Cl (acetyl chloride), CCO (EtOH), COC1=C(C=CC(=C1)OC)C1=CC(NC(N1CCNC(OC(C)(C)C)=O)=S)=O (tert-butyl 2-(6-(2,4-dimethoxyphenyl)-4-oxo-2-thioxo-3,4-dihydropyrimidin-1(2H)-yl)ethylcarbamate). Solvent: CCOC(=O)C (EtOAc). Conditions: time 45 minute. Yields the product Cl.NCCN1C(NC(C=C1C1=C(C=C(C=C1)OC)OC)=O)=S (1-(2-aminoethyl)-6-(2,4-dimethoxyphenyl)-2-thioxo-2,3-dihydropyrimidin-4(1H)-one hydrochloride). Isolated yield 99.4%. Reaction SMILES: CCO.C([Cl:7])(=O)C.[CH3:8][O:9][C:10]1[CH:15]=[C:14]([O:16][CH3:17])[CH:13]=[CH:12][C:11]=1[C:18]1[N:23]([CH2:24][CH2:25][NH:26]C(=O)OC(C)(C)C)[C:22](=[S:34])[NH:21][C:20](=[O:35])[CH:19]=1>CCOC(C)=O>[ClH:7].[NH2:26][CH2:25][CH2:24][N:23]1[C:18]([C:11]2[CH:12]=[CH:13][C:14]([O:16][CH3:17])=[CH:15][C:10]=2[O:9][CH3:8])=[CH:19][C:20](=[O:35])[NH:21][C:22]1=[S:34] |f:4.5|. Procedure details: To a solution of EtOH (50 mL, 860 mmol) in EtOAc (390 mL), cooled in an ice/water bath, was slowly added acetyl chloride (55 mL, 770 mmol) over 3 minutes. After 5 minutes the cooling bath was removed, and after stirring for 45 min, the solution was added to tert-butyl 2-(6-(2,4-dimethoxyphenyl)-4-oxo-2-thioxo-3,4-dihydropyrimidin-1(2H)-yl)ethylcarbamate (31.7 g, 77.8 mmol). A suspension formed over time, and after stirring for 5 h, the solid was collected by vacuum filtration, rinsing with EtOAc... The reactants are O=C([O-])[O-], CN(C)CCCl, CN(C)c1ccncc1, CC(C)=O, Cl, COc1ccc(C2Sc3cc(Oc4ccccc4)ccc3NC(=O)C2O)cc1F, [K+], [K+], C1COCCOCCOCCOCCOCCO1. The product is COc1ccc(C2Sc3cc(Oc4ccccc4)ccc3N(CCN(C)C)C(=O)C2O)cc1F. RXN SMILES: [C:37](=[O:38])([O-:39])[O-:40].[CH3:31][N:32]([CH3:33])[CH2:34][CH2:35][Cl:36].[CH3:61][N:62]([CH3:63])[c:64]1[cH:65][cH:66][n:67][cH:68][cH:69]1.[CH3:70][C:71](=[O:72])[CH3:73].[ClH:30].[F:1][c:2]1[cH:3][c:4]([CH:10]2[S:11][c:12]3[c:13]([cH:19][cH:20][c:21]([O:23][c:24]4[cH:25][cH:26][cH:27][cH:28][cH:29]4)[cH:22]3)[NH:14][C:15](=[O:18])[CH:16]2[OH:17])[cH:5][cH:6][c:7]1[O:8][CH3:9].[K+:41].[K+:42].[O:43]1[CH2:44][CH2:45][O:46][CH2:47][CH2:48][O:49][CH2:50][CH2:51][O:52][CH2:53][CH2:54][O:55][CH2:56][CH2:57][O:58][CH2:59][CH2:60]1>>[F:1][c:2]1[cH:3][c:4]([CH:10]2[S:11][c:12]3[c:13]([cH:19][cH:20][c:21]([O:23][c:24]4[cH:25][cH:26][cH:27][cH:28][cH:29]4)[cH:22]3)[N:14]([CH2:35][CH2:34][N:32]([CH3:31])[CH3:33])[C:15](=[O:18])[CH:16]2[OH:17])[cH:5][cH:6][c:7]1[O:8][CH3:9]. Reaction SMILES: [CH3:31][C:32](=[O:33])[CH3:34].[Cl:18][c:19]1[c:20]([C:21](=[O:22])[Cl:23])[c:24]([Cl:28])[cH:25][cH:26][cH:27]1.[ClH:29].[N+:1](=[O:2])([O-:3])[c:4]1[cH:5][cH:6][c:7]([CH2:8][CH:9]([NH2:10])[C:11](=[O:12])[OH:13])[cH:14][cH:15]1.[Na+:17].[OH-:16].[OH2:30]>>[N+:1](=[O:2])([O-:3])[c:4]1[cH:5][cH:6][c:7]([CH2:8][CH:9]([NH:10][C:21]([c:20]2[c:19]([Cl:18])[cH:27][cH:26][cH:25][c:24]2[Cl:28])=[O:22])[C:11](=[O:12])[OH:13])[cH:14][cH:15]1. The reactants are CC(C)=O, O=C(Cl)c1c(Cl)cccc1Cl, Cl, NC(Cc1ccc([N+](=O)[O-])cc1)C(=O)O, [Na+], [OH-], O. Product: O=C(NC(Cc1ccc([N+](=O)[O-])cc1)C(=O)O)c1c(Cl)cccc1Cl. Reactants: CC([O-])=S, Cc1ccccc1, CO, COC(=O)C(Br)c1ccc(Cl)c(Cl)c1, [K+]. The product is COC(=O)C(C(C)=S)c1ccc(Cl)c(Cl)c1. Reaction SMILES: [C:22]([CH3:23])(=[S:24])[O-:25].[CH3:1][c:2]1[cH:3][cH:4][cH:5][cH:6][cH:7]1.[CH3:27][OH:28].[Cl:8][c:9]1[cH:10][c:11]([CH:16]([C:17](=[O:18])[O:19][CH3:20])[Br:21])[cH:12][cH:13][c:14]1[Cl:15].[K+:26]>>[Cl:8][c:9]1[cH:10][c:11]([CH:16]([C:17](=[O:18])[O:19][CH3:20])[C:22]([CH3:23])=[S:24])[cH:12][cH:13][c:14]1[Cl:15]. The reactants are O=C1C2=C(N=C3N1C=C(C=C3)C(=O)OCC)CCS2 (ethyl 3,10-dihydro-10-oxo-1H-pyrido[1,2-a]thieno[3,2-d]pyrimidine-7-carboxylate), ClN1C(CCC1=O)=O (N-chlorosuccinimide), ice water. The solvent is N1=CC=CC=C1 (pyridine). Yields the product O=C1C2=C(N=C3N1C=C(C=C3)C(=O)OCC)C=CS2 (Ethyl 10-oxo-10H-pyrido[1,2-a]thieno[3,2-d]pyrimidine-7-carboxylate). Reaction SMILES: [O:1]=[C:2]1[N:7]2[CH:8]=[C:9]([C:12]([O:14][CH2:15][CH3:16])=[O:13])[CH:10]=[CH:11][C:6]2=[N:5][C:4]2[CH2:17][CH2:18][S:19][C:3]1=2.ClN1C(=O)CCC1=O>N1C=CC=CC=1>[O:1]=[C:2]1[N:7]2[CH:8]=[C:9]([C:12]([O:14][CH2:15][CH3:16])=[O:13])[CH:10]=[CH:11][C:6]2=[N:5][C:4]2[CH:17]=[CH:18][S:19][C:3]1=2. Procedure details: A mixture of ethyl 3,10-dihydro-10-oxo-1H-pyrido[1,2-a]thieno[3,2-d]pyrimidine-7-carboxylate (0.4 g, 0.0014 mol) and N-chlorosuccinimide (0.9 g., 0.0014 mol) in pyridine (4 ml) is heated on a steam bath for 18 minutes. The reaction mixture is cooled and poured into a large volume of ice water. The precipitate is filtered, washed with water and dried. Recrystallization from ethanol gives the product (0.2 g.) mp 188°-190° C. The reactants are C(C)(C)(C)O[C@H](C(=O)O)C1=C(C2=C(N=C(S2)N2C(C(NCC2)C=2C=C3C=NN(C3=CC2)C)=O)C=C1C)C1=CC=C(C=C1)Cl ((2S)-2-tert-butoxy-2-(7-(4-chlorophenyl)-5-methyl-2-(3-(1-methyl-1H-indazol-5-yl)-2-oxopiperazin-1-yl)benzo[d]thiazol-6-yl)acetic acid), C=O (formaldehyde), C(#N)[BH3-].[Na+] (sodium cyanoborohydride), C(C)(=O)O (acetic acid). The solvent is CO (methanol). Run at time 1 hour. Yields the product C(C)(C)(C)O[C@H](C(=O)O)C1=C(C2=C(N=C(S2)N2C(C(N(CC2)C)C=2C=C3C=NN(C3=CC2)C)=O)C=C1C)C1=CC=C(C=C1)Cl ((2S)-2-tert-butoxy-2-(7-(4-chlorophenyl)-5-methyl-2-(4-methyl-3-(1-methyl-1H-indazol-5-yl)-2-oxopiperazin-1-yl)benzo[d]thiazol-6-yl)acetic acid). RXN SMILES: [C:1]([O:5][C@@H:6]([C:10]1[C:35]([CH3:36])=[CH:34][C:13]2[N:14]=[C:15]([N:17]3[CH2:22][CH2:21][NH:20][CH:19]([C:23]4[CH:24]=[C:25]5[C:29](=[CH:30][CH:31]=4)[N:28]([CH3:32])[N:27]=[CH:26]5)[C:18]3=[O:33])[S:16][C:12]=2[C:11]=1[C:37]1[CH:42]=[CH:41][C:40]([Cl:43])=[CH:39][CH:38]=1)[C:7]([OH:9])=[O:8])([CH3:4])([CH3:3])[CH3:2].C=O.[C:46](O)(=O)C.C([BH3-])#N.[Na+]>CO>[C:1]([O:5][C@@H:6]([C:10]1[C:35]([CH3:36])=[CH:34][C:13]2[N:14]=[C:15]([N:17]3[CH2:22][CH2:21][N:20]([CH3:46])[CH:19]([C:23]4[CH:24]=[C:25]5[C:29](=[CH:30][CH:31]=4)[N:28]([CH3:32])[N:27]=[CH:26]5)[C:18]3=[O:33])[S:16][C:12]=2[C:11]=1[C:37]1[CH:42]=[CH:41][C:40]([Cl:43])=[CH:39][CH:38]=1)[C:7]([OH:9])=[O:8])([CH3:4])([CH3:2])[CH3:3] |f:3.4|. Procedure details: To the solution of: (2S)-2-tert-butoxy-2-(7-(4-chlorophenyl)-5-methyl-2-(3-(1-methyl-1H-indazol-5-yl)-2-oxopiperazin-1-yl)benzo[d]thiazol-6-yl)acetic acid (3 mg) in methanol (0.5 mL) was added formaldehyde solution (20 μL, 37%), followed by acetic acid (10 μL) and sodium cyanoborohydride (12 mg). The mixture was stirred for 1 hour, and solvents were removed under reduced pressure. The remaining solid was dissolved with DMF/water (1 mL/0.5 mL), and was purified with reverse phase HPLC to give (2S... Starting materials: Br, CCO, O=N[O-], Nc1c(Br)cc(C2=NN(C(=O)c3ccc(Cl)c(Cl)c3)CCC2)cc1Br, [Na+], O. The product is O=C(c1ccc(Cl)c(Cl)c1)N1CCCC(c2cc(Br)cc(Br)c2)=N1. Reaction SMILES: [BrH:34].[CH3:31][CH2:32][OH:33].[N:1]([O-:2])=[O:3].[NH2:5][c:6]1[c:7]([Br:29])[cH:8][c:9]([C:13]2=[N:14][N:15]([C:19]([c:20]3[cH:21][c:22]([Cl:27])[c:23]([Cl:26])[cH:24][cH:25]3)=[O:28])[CH2:16][CH2:17][CH2:18]2)[cH:10][c:11]1[Br:12].[Na+:4].[OH2:30]>>[cH:6]1[c:7]([Br:29])[cH:8][c:9]([C:13]2=[N:14][N:15]([C:19]([c:20]3[cH:21][c:22]([Cl:27])[c:23]([Cl:26])[cH:24][cH:25]3)=[O:28])[CH2:16][CH2:17][CH2:18]2)[cH:10][c:11]1[Br:12].